The task is: describe an organic reaction: reactants, conditions, products, and yield. This data is from the Open Reaction Database (ORD), a public repository of structured organic reaction records. The reactants are FC1=C(C=CC=C1)C(C(=O)OCC)C(=O)OCC (diethyl (2-fluorophenyl)malonate), S(=O)(=O)(O)O.N1C(=NC=C1)N (1H-Imidazol-2-ylamine sulfate), N12CCCCCC2=NCCC1 (1,8-diazabicyclo[5.4.0]undec-7-ene). The solvent is CN(C)C=O (DMF). Reaction conditions: temperature 100 celsius. Yields the product FC1=C(C=CC=C1)C=1C(=NC=2N(C1O)C=CN2)O (6-(2-fluorophenyl)-imidazo[1,2-a]pyrimidine-5,7-diol). Reaction SMILES: S(O)(O)(=O)=O.[NH:6]1[CH:10]=[CH:9][N:8]=[C:7]1[NH2:11].[F:12][C:13]1[CH:18]=[CH:17][CH:16]=[CH:15][C:14]=1[CH:19]([C:25](OCC)=[O:26])[C:20](OCC)=[O:21].N12CCCN=C1CCCCC2>CN(C=O)C>[F:12][C:13]1[CH:18]=[CH:17][CH:16]=[CH:15][C:14]=1[C:19]1[C:25]([OH:26])=[N:11][C:7]2[N:6]([CH:10]=[CH:9][N:8]=2)[C:20]=1[OH:21] |f:0.1|. Procedure details: 5 g (27.5 mmol) 1H-Imidazol-2-ylamine sulfate are dissolved in 31.7 mL DMF. 7 g (27.5 mmol) diethyl (2-fluorophenyl)malonate are added. After dropwise addition of 12.3 mL (82.6 mmol) 1,8-diazabicyclo[5.4.0]undec-7-ene the reaction mixture is stirred at 100° C. over night. The DMF is evaporated and the darkbrown oily residue treated with 150 mL water (complete dissolution). 2M HCl (60 mL) is added at room temperature until a pH of 1. After stirring for 1 h at ice bath cooling the formed crystals ... The reactants are C=CCOc1c(C(F)(F)F)ccc(COc2ccc(-c3ccc(CC(=O)OC)cc3CC)cc2)c1C(=O)OC(C)(C)C, C[Si](C)(C)[N-][Si](C)(C)C, CI, [Cl-], [Li+], [Na+], C1CCOC1. The product is C=CCOc1c(C(F)(F)F)ccc(COc2ccc(-c3ccc(C(C)C(=O)OC)cc3CC)cc2)c1C(=O)OC(C)(C)C. Reaction SMILES: [CH2:11]([CH:12]=[CH2:13])[O:14][c:15]1[c:16]([C:17](=[O:18])[O:19][C:20]([CH3:21])([CH3:22])[CH3:23])[c:24]([CH2:32][O:33][c:34]2[cH:35][cH:36][c:37](-[c:40]3[c:41]([CH2:51][CH3:52])[cH:42][c:43]([CH2:46][C:47](=[O:48])[O:49][CH3:50])[cH:44][cH:45]3)[cH:38][cH:39]2)[cH:25][cH:26][c:27]1[C:28]([F:29])([F:30])[F:31].[CH3:1][Si:2]([N-:3][Si:4]([CH3:5])([CH3:6])[CH3:7])([CH3:8])[CH3:9].[CH3:53][I:54].[Cl-:55].[Li+:10].[Na+:56].[O:57]1[CH2:58][CH2:59][CH2:60][CH2:61]1>>[CH2:11]([CH:12]=[CH2:13])[O:14][c:15]1[c:16]([C:17](=[O:18])[O:19][C:20]([CH3:21])([CH3:22])[CH3:23])[c:24]([CH2:32][O:33][c:34]2[cH:35][cH:36][c:37](-[c:40]3[c:41]([CH2:51][CH3:52])[cH:42][c:43]([CH:46]([C:47](=[O:48])[O:49][CH3:50])[CH3:53])[cH:44][cH:45]3)[cH:38][cH:39]2)[cH:25][cH:26][c:27]1[C:28]([F:29])([F:30])[F:31].